Dataset: the Open Reaction Database (ORD), a public repository of structured organic reaction records. Task: describe an organic reaction: reactants, conditions, products, and yield The reactants are C(C)N (ethylamine), solution, NC1=NC(=CC(=N1)Cl)Cl (2-amino-4,6-dichloropyrimidine). Solvent: O (water), C(C)O (ethanol), O (water). Conditions: time 1 hour. Yields the product NC1=NC(=CC(=N1)NCC)Cl (2-amino-4-ethylamino-6-chloropyrimidine). Yield: 77.0%. As a reaction SMILES: [NH2:1][C:2]1[N:7]=[C:6]([Cl:8])[CH:5]=[C:4](Cl)[N:3]=1.[CH2:10]([NH2:12])[CH3:11]>C(O)C.O>[NH2:1][C:2]1[N:3]=[C:4]([NH:12][CH2:10][CH3:11])[CH:5]=[C:6]([Cl:8])[N:7]=1. Reported procedure: 10 g of 2-amino-4,6-dichloropyrimidine are suspended in 100 ml of ethanol. 20.8 g of ethylamine are added as 33% solution in water. The reaction mixture is refluxed for 2 hours and is then evaporated to dryness. The precipitate obtained is taken up in 100 ml of water. After 1 hour's stirring, the mixture is filtered on sintered glass. The precipitate is recrystallized from 25 ml of acetonitrile. 8.10 g of 2-amino-4-ethylamino-6-chloropyrimidine are obtained. The reactants are O1C=CC=C1 (furan), C([C@@H]1[C@@H]2[C@@H]([C@H]([C@H](O1)O[C@@H]3[C@H](O[C@@H]([C@@H]([C@H]3O)O)O[C@@H]4[C@H](O[C@@H]([C@@H]([C@H]4O)O)O[C@@H]5[C@H](O[C@@H]([C@@H]([C@H]5O)O)O[C@@H]6[C@H](O[C@@H]([C@@H]([C@H]6O)O)O[C@@H]7[C@H](O[C@H](O2)[C@@H]([C@H]7O)O)CO)CO)CO)CO)CO)O)O)O (α-cyclodextrin). Conditions: time 3 minute. The product is O1C=CC=C1.C([C@@H]1[C@@H]2[C@@H]([C@H]([C@H](O1)O[C@@H]3[C@H](O[C@@H]([C@@H]([C@H]3O)O)O[C@@H]4[C@H](O[C@@H]([C@@H]([C@H]4O)O)O[C@@H]5[C@H](O[C@@H]([C@@H]([C@H]5O)O)O[C@@H]6[C@H](O[C@@H]([C@@H]([C@H]6O)O)O[C@@H]7[C@H](O[C@H](O2)[C@@H]([C@H]7O)O)CO)CO)CO)CO)CO)O)O)O (Furan α-cyclodextrin). RXN SMILES: [O:1]1[CH:5]=[CH:4][CH:3]=[CH:2]1.[CH2:6]([OH:71])[C@H:7]1[O:12][C@@H:11]2[O:13][C@H:14]3[C@H:19]([OH:20])[C@@H:18]([OH:21])[C@@H:17]([O:22][C@H:23]4[C@H:28]([OH:29])[C@@H:27]([OH:30])[C@@H:26]([O:31][C@H:32]5[C@H:37]([OH:38])[C@@H:36]([OH:39])[C@@H:35]([O:40][C@H:41]6[C@H:46]([OH:47])[C@@H:45]([OH:48])[C@@H:44]([O:49][C@H:50]7[C@H:56]([OH:57])[C@@H:55]([OH:58])[C@@H:53]([O:54][C@H:8]1[C@H:9]([OH:70])[C@H:10]2[OH:69])[O:52][C@@H:51]7[CH2:59][OH:60])[O:43][C@@H:42]6[CH2:61][OH:62])[O:34][C@@H:33]5[CH2:63][OH:64])[O:25][C@@H:24]4[CH2:65][OH:66])[O:16][C@@H:15]3[CH2:67][OH:68]>>[O:1]1[CH:5]=[CH:4][CH:3]=[CH:2]1.[CH2:61]([OH:62])[C@H:42]1[O:43][C@@H:44]2[O:49][C@H:50]3[C@H:56]([OH:57])[C@@H:55]([OH:58])[C@@H:53]([O:54][C@H:8]4[C@H:9]([OH:70])[C@@H:10]([OH:69])[C@@H:11]([O:13][C@H:14]5[C@H:19]([OH:20])[C@@H:18]([OH:21])[C@@H:17]([O:22][C@H:23]6[C@H:28]([OH:29])[C@@H:27]([OH:30])[C@@H:26]([O:31][C@H:32]7[C@H:37]([OH:38])[C@@H:36]([OH:39])[C@@H:35]([O:40][C@H:41]1[C@H:46]([OH:47])[C@H:45]2[OH:48])[O:34][C@@H:33]7[CH2:63][OH:64])[O:25][C@@H:24]6[CH2:65][OH:66])[O:16][C@@H:15]5[CH2:67][OH:68])[O:12][C@@H:7]4[CH2:6][OH:71])[O:52][C@@H:51]3[CH2:59][OH:60] |f:2.3|. Procedure: 20 ml of saturated α-cyclodextrin solution were mixed with 1 ml of furan and ultrasounded for 3 minutes in the ultrasonic bath. The resulting difficultly soluble complex was obtained through filtration and dried via calcium chloride. Reactants: C(C)(C)(C)OC(NC1=C(C=C(C=C1)C#CC1=CC=CC=C1)N)=O ((2-amino-4-phenylethynyl-phenyl)-carbamic acid tert.-butyl ester), CC1(OC(=CC(O1)=O)C1=CC(=CC=C1)[N+](=O)[O-])C (2,2-dimethyl-6-(3-nitro-phenyl)-[1,3]dioxin-4-one). The product is C(C)(C)(C)OC(NC1=C(C=C(C=C1)C#CC1=CC=CC=C1)NC(CC(=O)C1=CC(=CC=C1)[N+](=O)[O-])=O)=O ({2-[3-(3-Nitro-phenyl)-3-oxo-propionylamino]-4-phenylethynyl-phenyl}-carbamic acid tert.-butyl ester). Yield: 49.5%. Reaction SMILES: [C:1]([O:5][C:6](=[O:23])[NH:7][C:8]1[CH:13]=[CH:12][C:11]([C:14]#[C:15][C:16]2[CH:21]=[CH:20][CH:19]=[CH:18][CH:17]=2)=[CH:10][C:9]=1[NH2:22])([CH3:4])([CH3:3])[CH3:2].CC1(C)[O:30][C:29](=O)[CH:28]=[C:27]([C:32]2[CH:37]=[CH:36][CH:35]=[C:34]([N+:38]([O-:40])=[O:39])[CH:33]=2)[O:26]1>>[C:1]([O:5][C:6](=[O:23])[NH:7][C:8]1[CH:13]=[CH:12][C:11]([C:14]#[C:15][C:16]2[CH:17]=[CH:18][CH:19]=[CH:20][CH:21]=2)=[CH:10][C:9]=1[NH:22][C:29](=[O:30])[CH2:28][C:27]([C:32]1[CH:37]=[CH:36][CH:35]=[C:34]([N+:38]([O-:40])=[O:39])[CH:33]=1)=[O:26])([CH3:4])([CH3:2])[CH3:3]. Procedure: Prepared from (2-amino-4-phenylethynyl-phenyl)-carbamic acid tert.-butyl ester (Example G2) (1.1 g, 4.0 mmol) and 2,2-dimethyl-6-(3-nitro-phenyl)-[1,3]dioxin-4-one (Example J12) (1.23 g, 4.4 mmol) according to the general procedure K. Obtained as a light yellow solid (989 mg). The reactants are [Br-], CC1CN(C2(C#N)CCN(C(=O)OC(C)(C)C)CC2)CCN1C1CCc2cc(Br)ccc21, C1CCOC1, C[Mg+]. Product: CC1CN(C2(C)CCN(C(=O)OC(C)(C)C)CC2)CCN1C1CCc2cc(Br)ccc21. Reaction SMILES: [Br-:33].[Br:1][c:2]1[cH:3][c:4]2[c:8]([cH:9][cH:10]1)[CH:7]([N:11]1[CH:12]([CH3:32])[CH2:13][N:14]([C:17]3([C:30]#[N:31])[CH2:18][CH2:19][N:20]([C:23](=[O:24])[O:25][C:26]([CH3:27])([CH3:28])[CH3:29])[CH2:21][CH2:22]3)[CH2:15][CH2:16]1)[CH2:6][CH2:5]2.[CH2:36]1[O:37][CH2:38][CH2:39][CH2:40]1.[CH3:34][Mg+:35]>>[Br:1][c:2]1[cH:3][c:4]2[c:8]([cH:9][cH:10]1)[CH:7]([N:11]1[CH:12]([CH3:32])[CH2:13][N:14]([C:17]3([CH3:30])[CH2:18][CH2:19][N:20]([C:23](=[O:24])[O:25][C:26]([CH3:27])([CH3:28])[CH3:29])[CH2:21][CH2:22]3)[CH2:15][CH2:16]1)[CH2:6][CH2:5]2. Starting materials: C(C)(=O)OCC (ethyl acetate), [BH4-].[Na+] (sodium borohydride), C(C1=CC=CC=C1)OC=1C=NC2=CC=C(N=C2C1C(=O)N)OC (3-benzyloxy-6-methoxy-[1,5]naphthyridine-4-carboxylic acid amide), aldehyde, alcohol. Reagents/catalysts: [H-].[CH-]1C=CC=C1.[CH-]1C=CC=C1.[Cl-].[Zr+4] (Schwartz's reagent). Solvent: petroleum ether, O1CCCC1 (tetrahydrofuran), CO (methanol). Reaction conditions: time 10 minute. Yields the product C(C1=CC=CC=C1)OC=1C=NC2=CC=C(N=C2C1CO)OC ((3-benzyloxy-6-methoxy-[1,5]naphthyridin-4-yl)-methanol). The yield is 63.6%. RXN SMILES: [CH2:1]([O:8][C:9]1[CH:10]=[N:11][C:12]2[C:17]([C:18]=1[C:19](N)=[O:20])=[N:16][C:15]([O:22][CH3:23])=[CH:14][CH:13]=2)[C:2]1[CH:7]=[CH:6][CH:5]=[CH:4][CH:3]=1.[BH4-].[Na+].C(OCC)(=O)C>O1CCCC1.CO.[H-].[CH-]1C=CC=C1.[CH-]1C=CC=C1.[Cl-].[Zr+4]>[CH2:1]([O:8][C:9]1[CH:10]=[N:11][C:12]2[C:17]([C:18]=1[CH2:19][OH:20])=[N:16][C:15]([O:22][CH3:23])=[CH:14][CH:13]=2)[C:2]1[CH:3]=[CH:4][CH:5]=[CH:6][CH:7]=1 |f:1.2,6.7.8.9.10|. Procedure: A solution of 3-benzyloxy-6-methoxy-[1,5]naphthyridine-4-carboxylic acid amide (640 mg, 2.07 mmol, 1.0 eq) in tetrahydrofuran (50 mL) is added at room temperature to a flask charged with Schwartz's reagent (800 mg, 3.1 mmol, 1.5 eq) and the resulting mixture is stirred at room temperature for 10 minutes. Solvent is removed to give a crude that is purified by column chromatography (silica gel, eluent: petroleum ether:ethyl acetate, 1:1, v/v) to afford a mixture of aldehyde and alcohol. This mixtu...